This data is from the Open Reaction Database (ORD), a public repository of structured organic reaction records. The task is: describe an organic reaction: reactants, conditions, products, and yield Reactants: O=C(NCc1cn(-c2ccccc2)c2cc(Cl)ccc2c1=O)NC1CCNCC1, O=S(=O)(Cl)c1ccccc1. Product: O=C(NCc1cn(-c2ccccc2)c2cc(Cl)ccc2c1=O)NC1CCN(S(=O)(=O)c2ccccc2)CC1. As a reaction SMILES: [Cl:1][c:2]1[cH:3][cH:4][c:5]2[c:6](=[O:29])[c:7]([CH2:18][NH:19][C:20](=[O:21])[NH:22][CH:23]3[CH2:24][CH2:25][NH:26][CH2:27][CH2:28]3)[cH:8][n:9](-[c:12]3[cH:13][cH:14][cH:15][cH:16][cH:17]3)[c:10]2[cH:11]1.[c:30]1([S:36](=[O:37])(=[O:38])[Cl:39])[cH:31][cH:32][cH:33][cH:34][cH:35]1>>[Cl:1][c:2]1[cH:3][cH:4][c:5]2[c:6](=[O:29])[c:7]([CH2:18][NH:19][C:20](=[O:21])[NH:22][CH:23]3[CH2:24][CH2:25][N:26]([S:36]([c:30]4[cH:31][cH:32][cH:33][cH:34][cH:35]4)(=[O:37])=[O:38])[CH2:27][CH2:28]3)[cH:8][n:9](-[c:12]3[cH:13][cH:14][cH:15][cH:16][cH:17]3)[c:10]2[cH:11]1. Starting materials: O=C(Cl)c1ccccc1, C1CCOC1, CCN(C(C)C)C(C)C, NCc1noc(C(F)(C2Cc3[nH]c4ccc(Cl)cc4c3C2)S(=O)(=O)c2ccccc2)n1. Product: O=C(NCc1noc(C(F)(C2Cc3[nH]c4ccc(Cl)cc4c3C2)S(=O)(=O)c2ccccc2)n1)c1ccccc1. RXN SMILES: [C:41]([c:42]1[cH:43][cH:44][cH:45][cH:46][cH:47]1)(=[O:48])[Cl:49].[CH2:50]1[O:51][CH2:52][CH2:53][CH2:54]1.[CH:32]([N:33]([CH2:34][CH3:35])[CH:36]([CH3:37])[CH3:38])([CH3:39])[CH3:40].[c:1]1([S:7](=[O:8])(=[O:9])[C:10]([c:11]2[n:12][c:13]([CH2:16][NH2:17])[n:14][o:15]2)([F:18])[CH:19]2[CH2:20][c:21]3[c:22]([nH:23][c:24]4[cH:25][cH:26][c:27]([Cl:30])[cH:28][c:29]34)[CH2:31]2)[cH:2][cH:3][cH:4][cH:5][cH:6]1>>[c:1]1([S:7](=[O:8])(=[O:9])[C:10]([c:11]2[n:12][c:13]([CH2:16][NH:17][C:41]([c:42]3[cH:43][cH:44][cH:45][cH:46][cH:47]3)=[O:48])[n:14][o:15]2)([F:18])[CH:19]2[CH2:20][c:21]3[c:22]([nH:23][c:24]4[cH:25][cH:26][c:27]([Cl:30])[cH:28][c:29]34)[CH2:31]2)[cH:2][cH:3][cH:4][cH:5][cH:6]1. Reactants: O=C(Cl)c1ccccc1, CCc1cc([N+](=O)[O-])cc(CC)c1N, CC(C)=O, CCO, [K+], [Na+], [OH-], O, N#C[S-]. The product is CCc1cc([N+](=O)[O-])cc(CC)c1NC(N)=S. RXN SMILES: [C:5]([Cl:6])(=[O:7])[c:8]1[cH:9][cH:10][cH:11][cH:12][cH:13]1.[CH2:14]([CH3:15])[c:16]1[c:17]([NH2:18])[c:19]([CH2:26][CH3:27])[cH:20][c:21]([N+:23](=[O:24])[O-:25])[cH:22]1.[CH3:30][C:31](=[O:32])[CH3:33].[CH3:35][CH2:36][OH:37].[K+:1].[Na+:29].[OH-:28].[OH2:34].[S-:2][C:3]#[N:4]>>[S:2]=[C:3]([NH2:4])[NH:18][c:17]1[c:16]([CH2:14][CH3:15])[cH:22][c:21]([N+:23](=[O:24])[O-:25])[cH:20][c:19]1[CH2:26][CH3:27]. The reactants are C(C)(C)(C)OC(N[C@H]1CNCCC1)=O ((R)-piperidin-3-yl-carbamic acid tert-butyl ester), C1(CCC1)C(=O)Cl (cyclobutyl carbonylchloride). The product is C(C)(C)(C)OC(N[C@H]1CN(CCC1)C(=O)C1CCC1)=O (((R)-1-Cyclobutanecarbonyl-piperidin-3-yl)-carbamic acid tert-butyl ester). As a reaction SMILES: [C:1]([O:5][C:6](=[O:14])[NH:7][C@@H:8]1[CH2:13][CH2:12][CH2:11][NH:10][CH2:9]1)([CH3:4])([CH3:3])[CH3:2].[CH:15]1([C:19](Cl)=[O:20])[CH2:18][CH2:17][CH2:16]1>>[C:1]([O:5][C:6](=[O:14])[NH:7][C@@H:8]1[CH2:13][CH2:12][CH2:11][N:10]([C:19]([CH:15]2[CH2:18][CH2:17][CH2:16]2)=[O:20])[CH2:9]1)([CH3:4])([CH3:2])[CH3:3]. Procedure details: Acylation of (R)-piperidin-3-yl-carbamic acid tert-butyl ester (300 mg) with cyclobutyl carbonylchloride (0.342 ml) was performed according to the method described for example 20c. The residue was concentrated in vacuo and used in the next step without purification.